This data is from the Open Reaction Database (ORD), a public repository of structured organic reaction records. The task is: describe an organic reaction: reactants, conditions, products, and yield The yield is 63.6%. Product: O[C@H](C)[C@@H]1[C@@H]2N(C(=C([C@@H]2C)C2=CN3C(S2)=C(N=C3)SCCCNC(=O)OCC3=CC=C(C=C3)[N+](=O)[O-])C(=O)OCC3=CC=C(C=C3)[N+](=O)[O-])C1=O (4-nitrobenzyl (1S,5R,6S)-6-((1R)-1-hydroxyethyl)-1-methyl-2-[7-[3-(4-nitrobenzyloxycarbonyl)aminopropyl]thioimidazo[5,1-b]thiazol-2-yl]-1-carbapen-2-em-3-carboxylate). Reported procedure: The procedure of Example 1a) was repeated, except that 628 mg of 4-nitrobenzyl (1R,3R,5R,6S)-6-((1R)-1-hydroxyethyl)-1-methyl-2-oxo-1-carbapenam-3-carboxylate and 1.24 g of 7-[3-(4-nitrobenzyloxycarbonyl)aminopropyl]thio-2-(tri-n-butylstannyl)imidazo[5,1-b]-thiazole were used as the starting compounds. Thus, 812 mg of 4-nitrobenzyl (1S,5R,6S)-6-((1R)-1-hydroxyethyl)-1-methyl-2-[7-[3-(4-nitrobenzyloxycarbonyl)aminopropyl]thioimidazo[5,1-b]thiazol-2-yl]-1-carbapen-2-em-3-carboxylate were prepared. Reaction SMILES: [OH:1][C@@H:2]([C@H:4]1[C:25](=[O:26])[N:6]2[C@@H:7]([C:12]([O:14][CH2:15][C:16]3[CH:21]=[CH:20][C:19]([N+:22]([O-:24])=[O:23])=[CH:18][CH:17]=3)=[O:13])[C:8](=O)[C@H:9]([CH3:10])[C@H:5]12)[CH3:3].[N+:27]([C:30]1[CH:65]=[CH:64][C:33]([CH2:34][O:35][C:36]([NH:38][CH2:39][CH2:40][CH2:41][S:42][C:43]2[N:44]=[CH:45][N:46]3[CH:50]=[C:49]([Sn](CCCC)(CCCC)CCCC)[S:48][C:47]=23)=[O:37])=[CH:32][CH:31]=1)([O-:29])=[O:28]>>[OH:1][C@@H:2]([C@H:4]1[C:25](=[O:26])[N:6]2[C:7]([C:12]([O:14][CH2:15][C:16]3[CH:17]=[CH:18][C:19]([N+:22]([O-:24])=[O:23])=[CH:20][CH:21]=3)=[O:13])=[C:8]([C:49]3[S:48][C:47]4=[C:43]([S:42][CH2:41][CH2:40][CH2:39][NH:38][C:36]([O:35][CH2:34][C:33]5[CH:64]=[CH:65][C:30]([N+:27]([O-:29])=[O:28])=[CH:31][CH:32]=5)=[O:37])[N:44]=[CH:45][N:46]4[CH:50]=3)[C@H:9]([CH3:10])[C@H:5]12)[CH3:3]. Reactants: O[C@H](C)[C@@H]1[C@@H]2N([C@H](C([C@@H]2C)=O)C(=O)OCC2=CC=C(C=C2)[N+](=O)[O-])C1=O (4-nitrobenzyl (1R,3R,5R,6S)-6-((1R)-1-hydroxyethyl)-1-methyl-2-oxo-1-carbapenam-3-carboxylate), [N+](=O)([O-])C1=CC=C(COC(=O)NCCCSC=2N=CN3C2SC(=C3)[Sn](CCCC)(CCCC)CCCC)C=C1 (7-[3-(4-nitrobenzyloxycarbonyl)aminopropyl]thio-2-(tri-n-butylstannyl)imidazo[5,1-b]-thiazole). Reactants: CC(C)(C)C(=O)Oc2ccc1ccccc1c2 (substrate), c2ccc1ocnc1c2 (effective_coupling_partner). The reagents and catalysts are dcype. Conditions: temperature 120 celsius, time 12 hour. The product is c4ccc3cc(c2nc1ccccc1o2)ccc3c4.